The task is: describe an organic reaction: reactants, conditions, products, and yield. This data is from the Open Reaction Database (ORD), a public repository of structured organic reaction records. Reactants: O=C1C=2N=CN(C2N=CN1)CCC(=O)OCC (3-(1.6-dihydro-6-oxo-9H-purin-9-yl)propionic acid, ethyl ester), ester, C(C)#N (acetonitrile), NCC1N(CCC1)CC (2-(aminomethyl)-1-ethyl-pyrrolidine). The solvent is CCOCC (Ether). Reaction conditions: time 17 hour. The product is O=C1C=2N=CN(C2N=CN1)CCC(=O)NCC1N(CCC1)CC (3-(1,6-dihydro-6-oxo-9H-purin-9-yl)-N-[(1-ethyl-2-pyrrolidinyl)methyl]propanamide). The yield is 43.1%. Reaction SMILES: [O:1]=[C:2]1[NH:10][CH:9]=[N:8][C:7]2[N:6]([CH2:11][CH2:12][C:13]([O:15]CC)=O)[CH:5]=[N:4][C:3]1=2.C(#N)C.[NH2:21][CH2:22][CH:23]1[CH2:27][CH2:26][CH2:25][N:24]1[CH2:28][CH3:29]>CCOCC>[O:1]=[C:2]1[NH:10][CH:9]=[N:8][C:7]2[N:6]([CH2:11][CH2:12][C:13]([NH:21][CH2:22][CH:23]3[CH2:27][CH2:26][CH2:25][N:24]3[CH2:28][CH3:29])=[O:15])[CH:5]=[N:4][C:3]1=2. Reported procedure: 3-(1.6-dihydro-6-oxo-9H-purin-9-yl)propionic acid, ethyl ester (250 mg. 1.06 mol) (AIT-0027) was placed into a 10 ml round bottom flask equipped with a magnetic stirring bar, reflux condenser and CaCl2 drying tube. Then 3 ml acetonitrile and 280 mg (2.18 mmol) 2-(aminomethyl)-1-ethyl-pyrrolidine were added and the solution was heated to reflux. Not all of the ester dissolved at reflux, but as the reaction proceeded, the solution became homogeneous. Reflux was continued for 17 hours, at which tim... The reactants are BrC1=C(C=CC=C1OC)F (2-bromo-1-fluoro-3-methoxy-benzene), COC(Cl)Cl (dichloromethyl methyl ether), ice water. Reagents/catalysts: [Ti](Cl)(Cl)(Cl)Cl (titanium tetrachloride). Run in ClCCl (dichloromethane). Yields the product BrC=1C(=C(C=O)C=CC1OC)F (3-bromo-2-fluoro-4-methoxy-benzaldehyde). Isolated yield 73.5%. RXN SMILES: [Br:1][C:2]1[C:7]([O:8][CH3:9])=[CH:6][CH:5]=[CH:4][C:3]=1[F:10].[CH3:11][O:12]C(Cl)Cl>[Ti](Cl)(Cl)(Cl)Cl.ClCCl>[Br:1][C:2]1[C:3]([F:10])=[C:4]([CH:5]=[CH:6][C:7]=1[O:8][CH3:9])[CH:11]=[O:12]. Reported procedure: In a 3-necked 250 mL round-bottomed flask equipped with nitrogen lines and a stir bar was placed 2-bromo-1-fluoro-3-methoxy-benzene (I-29, 2.0 g, 9.75 mmol) and dichloromethane (48 mL). The solution was cooled in an ice water bath for 15 minutes and then titanium tetrachloride (5.02 mL, 45.8 mmol) and dichloromethyl methyl ether (1.32 mL, 14.6 mmol) were added and the reaction mixture was allowed to warm to room temperature and react for 2 hours. The reaction mixture was slowly added to ice wate... Starting materials: C(C)(=O)C1=CC2=C(OC([C@H]([C@@H]2N2CCCCC2)O)(C)C)C=C1 (6-Acetyl-3,4-dihydro-2,2-dimethyl-trans-4-piperidino-2H-benzo[b]pyran-3-ol), [BH4-].[Na+] (sodium borohydride). The solvent is CO (methanol), O (water), O (water). Conditions: time 5 minute. Product: OC(C)C=1C=C2[C@H]([C@@H](C(OC2=CC1)(C)C)O)N1CCCCC1 (1-hydroxy-1-[trans-2,2-dimethyl-3-hydroxy-4-piperidinochroman-6-yl]-ethane). Isolated yield 99.3%. RXN SMILES: [C:1]([C:4]1[CH:22]=[CH:21][C:7]2[O:8][C:9]([CH3:20])([CH3:19])[C@@H:10]([OH:18])[C@H:11]([N:12]3[CH2:17][CH2:16][CH2:15][CH2:14][CH2:13]3)[C:6]=2[CH:5]=1)(=[O:3])[CH3:2].[BH4-].[Na+]>CO.O>[OH:3][CH:1]([C:4]1[CH:5]=[C:6]2[C:7](=[CH:21][CH:22]=1)[O:8][C:9]([CH3:20])([CH3:19])[C@@H:10]([OH:18])[C@@H:11]2[N:12]1[CH2:17][CH2:16][CH2:15][CH2:14][CH2:13]1)[CH3:2] |f:1.2|. Reported procedure: 6-Acetyl-3,4-dihydro-2,2-dimethyl-trans-4-piperidino-2H-benzo[b]pyran-3-ol (1.00 g) was dissolved in methanol (10 ml) and water (2 ml) and treated with sodium borohydride (0.10 g) with stirring at room temperature during 5 minutes. After an additional 2 hours stirring, the reaction mixture was diluted with water (100 ml). Extraction using diethyl ether gave 1-hydroxy-1-[trans-2,2-dimethyl-3-hydroxy-4-piperidinochroman-6-yl]-ethane (1.00 g) which was dissolved in dry ether and treated with ethere...